From a dataset of the Open Reaction Database (ORD), a public repository of structured organic reaction records. describe an organic reaction: reactants, conditions, products, and yield Reaction SMILES: [CH3:1][O:2][C:3](=[O:25])[CH2:4][C:5]1[CH:6]=[C:7]([C:13]2[CH:18]=[CH:17][C:16]([C:19]([F:22])([F:21])[F:20])=[CH:15][C:14]=2[CH:23]=O)[C:8]([O:11][CH3:12])=[CH:9][CH:10]=1.[CH2:26]1[C:34]2[C:29](=[CH:30][CH:31]=[CH:32][CH:33]=2)[C@@H:28]([NH2:35])[C@H:27]1[OH:36].C([BH3-])#N.[Na+]>C(O)(=O)C.C(Cl)Cl.C([O-])(O)=O.[Na+]>[CH3:1][O:2][C:3](=[O:25])[CH2:4][C:5]1[CH:6]=[C:7]([C:13]2[CH:18]=[CH:17][C:16]([C:19]([F:21])([F:22])[F:20])=[CH:15][C:14]=2[CH2:23][NH:35][C@@H:28]2[C:29]3[C:34](=[CH:33][CH:32]=[CH:31][CH:30]=3)[CH2:26][C@@H:27]2[OH:36])[C:8]([O:11][CH3:12])=[CH:9][CH:10]=1 |f:2.3,6.7|. The product is COC(CC=1C=C(C(=CC1)OC)C1=C(C=C(C=C1)C(F)(F)F)CN[C@H]1[C@H](CC2=CC=CC=C12)O)=O ({2′-[((1R,2S)-2-Hydroxy-indan-1-ylamino)-methyl]-6-methoxy-4′-trifluoromethyl-biphenyl-3-yl}-acetic acid methyl ester). Procedure: (2′-Formyl-6-methoxy-4′-trifluoromethyl-biphenyl-3-yl)-acetic acid methyl ester (0.153 g, 0.43 mmol), (1R,2S)-(+)-cis-1-amino-2-indanol (0.065 g, 0.43 mmol), sodium cyanoborohydride (0.041 g, 0.65 mmol), and acetic acid (3 drops) were combined in CH2Cl2 (1.5 mL), and the reaction was stirred for 30 minutes at room temperature. The mixture was diluted with CH2Cl2 and saturated aqueous NaHCO3, and the aqueous layer was extracted with CH2Cl2. The combined organic layers were dried over MgSO4, filte... Solvent: C(Cl)Cl (CH2Cl2), C(Cl)Cl (CH2Cl2), C(=O)(O)[O-].[Na+] (NaHCO3). The reactants are COC(CC=1C=C(C(=CC1)OC)C1=C(C=C(C=C1)C(F)(F)F)C=O)=O ((2′-Formyl-6-methoxy-4′-trifluoromethyl-biphenyl-3-yl)-acetic acid methyl ester), C1[C@@H]([C@@H](C2=CC=CC=C21)N)O ((1R,2S)-(+)-cis-1-amino-2-indanol), C(#N)[BH3-].[Na+] (sodium cyanoborohydride). Run at time 30 minute. The reagents and catalysts are C(C)(=O)O (acetic acid). Starting materials: S1C(=CC=C1)S (thiophene-2-thiol), BrCCCCC(=O)O (5-bromo valeric acid). Product: S1C(=CC=C1)SCCCCC(=O)O (5-(2-thienylsulfanyl) valeric acid). Reaction SMILES: [S:1]1[CH:5]=[CH:4][CH:3]=[C:2]1[SH:6].Br[CH2:8][CH2:9][CH2:10][CH2:11][C:12]([OH:14])=[O:13]>>[S:1]1[CH:5]=[CH:4][CH:3]=[C:2]1[S:6][CH2:8][CH2:9][CH2:10][CH2:11][C:12]([OH:14])=[O:13]. Procedure details: Method in which thiophene-2-thiol is reacted with 5-bromo valeric acid to obtain 5-(2-thienylsulfanyl) valeric acid represented by Chemical Formula [4]. The reactants are [Cl-].[Na+] (sodium chloride), [Si](C)(C)(C(C)(C)C)OCC1C(C1)C=C (2-vinylcyclopropylmethyl t-butyldimethylsilyl ether), [OH-].[Na+] (sodium hydroxide), OO (hydrogen peroxide). Solvent: O1CCCC1 (tetrahydrofuran), C(C)O (Ethanol). Conditions: temperature 0 celsius, time 1 hour. The product is [Si](C)(C)(C(C)(C)C)OCC1C(C1)CCO (2-(2-hydroxyethyl)cyclopropylmethyl t-butyldimethylsilyl ether). The yield is 81.0%. As a reaction SMILES: [Si:1]([O:8][CH2:9][CH:10]1[CH2:12][CH:11]1[CH:13]=[CH2:14])([C:4]([CH3:7])([CH3:6])[CH3:5])([CH3:3])[CH3:2].[OH-:15].[Na+].OO.[Cl-].[Na+]>O1CCCC1.C(O)C>[Si:1]([O:8][CH2:9][CH:10]1[CH2:12][CH:11]1[CH2:13][CH2:14][OH:15])([C:4]([CH3:7])([CH3:6])[CH3:5])([CH3:2])[CH3:3] |f:1.2,4.5|. Procedure: 2-vinylcyclopropylmethyl t-butyldimethylsilyl ether (17.1 g, 81 mmol) was dissolved in tetrahydrofuran (100 ml) and cooled to 0° C. A borane-dimethylsulfide complex (2.5 g, 33 mmol) was added thereto, and the mixture was stirred for one hour. Ethanol (38 ml), 3N sodium hydroxide (38 ml) and 30% hydrogen peroxide (18.2 ml) were added thereto, and the mixture was stirred for 30 minutes. The saturated sodium chloride aqueous solution was added thereto, and the product was extracted with ethyl aceta... Reactants: ClC(Cl)Cl, Fc1ccc(N=C=S)cc1, NCC(N)=O. Yields the product NC(=O)CNC(=S)Nc1ccc(F)cc1. As a reaction SMILES: [CH:16]([Cl:17])([Cl:18])[Cl:19].[F:6][c:7]1[cH:8][cH:9][c:10]([N:13]=[C:14]=[S:15])[cH:11][cH:12]1.[NH2:1][CH2:2][C:3]([NH2:4])=[O:5]>>[NH:1]([CH2:2][C:3]([NH2:4])=[O:5])[C:14]([NH:13][c:10]1[cH:9][cH:8][c:7]([F:6])[cH:12][cH:11]1)=[S:15]. The reactants are FC(C1=CC(=NC=2N1N=CC2C(=O)O)C2=CC=C(C=C2)C(F)(F)F)(F)F (7-trifluoromethyl-5-(4-trifluoromethyl-phenyl)-pyrazolo[1,5-a]pyrimidine-3-carboxylic acid), NC=1C=C(C=CC1)S(=O)(=O)NC(C)C (3-amino-N-isopropyl-benzenesulfonamide). Yields the product C(C)(C)NS(=O)(=O)C=1C=C(C=CC1)NC(=O)C=1C=NN2C1N=C(C=C2C(F)(F)F)C2=CC=C(C=C2)C(F)(F)F (7-Trifluoromethyl-5-(4-trifluoromethyl-phenyl)-pyrazolo[1,5-a]pyrimidine-3-carboxylic acid(3-isopropylsulfamoyl-phenyl)-amide). RXN SMILES: [F:1][C:2]([F:26])([F:25])[C:3]1[N:8]2[N:9]=[CH:10][C:11]([C:12](O)=[O:13])=[C:7]2[N:6]=[C:5]([C:15]2[CH:20]=[CH:19][C:18]([C:21]([F:24])([F:23])[F:22])=[CH:17][CH:16]=2)[CH:4]=1.[NH2:27][C:28]1[CH:29]=[C:30]([S:34]([NH:37][CH:38]([CH3:40])[CH3:39])(=[O:36])=[O:35])[CH:31]=[CH:32][CH:33]=1>>[CH:38]([NH:37][S:34]([C:30]1[CH:29]=[C:28]([NH:27][C:12]([C:11]2[CH:10]=[N:9][N:8]3[C:3]([C:2]([F:26])([F:25])[F:1])=[CH:4][C:5]([C:15]4[CH:20]=[CH:19][C:18]([C:21]([F:24])([F:22])[F:23])=[CH:17][CH:16]=4)=[N:6][C:7]=23)=[O:13])[CH:33]=[CH:32][CH:31]=1)(=[O:36])=[O:35])([CH3:40])[CH3:39]. Reported procedure: The title compound was prepared from 7-trifluoromethyl-5-(4-trifluoromethyl-phenyl)-pyrazolo[1,5-a]pyrimidine-3-carboxylic acid (example C.2) and 3-amino-N-isopropyl-benzenesulfonamide [CAS 118837-66-4] according to general procedure II. Yellow solid. MS (ISP) 570.2 [(M−H)−]; mp 222° C. Starting materials: [OH-].[K+] (potassium hydroxide), ice water, C(C)OC=1C=C(C=C(C1OCC)OC(F)F)NC(OC(C)C)=O (Isopropyl N-(3,4-diethoxy-5-difluoromethoxyphenyl)carbamate), IC (iodomethane), resultant solution. The reagents and catalysts are [Br-].C(CCC)[N+](CCCC)(CCCC)CCCC (tetra-n-butylammonium bromide). Reaction SMILES: [CH2:1]([O:3][C:4]1[CH:5]=[C:6]([NH:17][C:18](=[O:23])[O:19][CH:20]([CH3:22])[CH3:21])[CH:7]=[C:8]([O:13][CH:14]([F:16])[F:15])[C:9]=1[O:10][CH2:11][CH3:12])[CH3:2].I[CH3:25].[OH-].[K+]>O1CCCC1.[Br-].C([N+](CCCC)(CCCC)CCCC)CCC>[CH3:25][N:17]([C:6]1[CH:7]=[C:8]([O:13][CH:14]([F:16])[F:15])[C:9]([O:10][CH2:11][CH3:12])=[C:4]([O:3][CH2:1][CH3:2])[CH:5]=1)[C:18](=[O:23])[O:19][CH:20]([CH3:21])[CH3:22] |f:2.3,5.6|. Yields the product CN(C(OC(C)C)=O)C1=CC(=C(C(=C1)OC(F)F)OCC)OCC (isopropyl N-methyl-N-(3,4-diethoxy-5-difluoromethoxyphenyl)carbamate). The yield is 89.9%. Conditions: time 12 hour. Run in O1CCCC1 (tetrahydrofuran). Procedure details: Isopropyl N-(3,4-diethoxy-5-difluoromethoxyphenyl)carbamate (3.33 g) and iodomethane (4.30 g) were dissolved in tetrahydrofuran (10 ml). The resultant solution was dropwise added to a solution containing potassium hydroxide (1.68 g) and tetra-n-butylammonium bromide (1.0 g). After being allowed to stand at room temperature for 12 hours, the reaction mixture was poured into ice-water and extracted with toluene. The extract was washed with water, dried over magnesium sulfate and concentrated under... The reactants are C(C)(=O)O[C@H]1[C@H](OC=2C(=NC=CC2)[N+](=O)[O-])SC[C@H]([C@@H]1OC(C)=O)OC(C)=O (2-nitro-3-pyridinyl 2,3,4-tri-O-acetyl-5-thio-β-D-xylopyranoside). The reagents and catalysts are [Pd] (palladium-on-charcoal). Solvent: C1CCOC1 (THF). Run at time 15 hour. Yields the product C(C)(=O)O[C@H]1[C@H](OC=2C(=NC=CC2)N)SC[C@H]([C@@H]1OC(C)=O)OC(C)=O (2-amino-3-pyridinyl 2,3,4-tri-O-acetyl-5-thio-β-D-xylopyranoside). The yield is 98.0%. As a reaction SMILES: [C:1]([O:4][C@@H:5]1[C@@H:20]([O:21][C:22](=[O:24])[CH3:23])[C@H:19]([O:25][C:26](=[O:28])[CH3:27])[CH2:18][S:17][C@H:6]1[O:7][C:8]1[C:9]([N+:14]([O-])=O)=[N:10][CH:11]=[CH:12][CH:13]=1)(=[O:3])[CH3:2]>C1COCC1.[Pd]>[C:1]([O:4][C@@H:5]1[C@@H:20]([O:21][C:22](=[O:24])[CH3:23])[C@H:19]([O:25][C:26](=[O:28])[CH3:27])[CH2:18][S:17][C@H:6]1[O:7][C:8]1[C:9]([NH2:14])=[N:10][CH:11]=[CH:12][CH:13]=1)(=[O:3])[CH3:2]. Reported procedure: 1.45 g of palladium-on-charcoal at 10% is added to a solution of 14.5 g (35.4 mM) of 2-nitro-3-pyridinyl 2,3,4-tri-O-acetyl-5-thio-β-D-xylopyranoside in 290 ml of THF. The mixture is stirred under a hydrogen atmosphere at ambient temperature for 15 hours and then filtered. The filtrate is concentrated under reduced pressure. The expected product is obtained in the form of a beige solid with a yield of 98%. Solvent: CO (MeOH), CO (MeOH). Reactants: NC(=O)O[C@H]([C@H]([C@@H]([C@H](C\C(=C/[C@@H]([C@H]([C@H](\C=C/C(=O)N(C1=CC=CC=C1)C)C)O[Si](C)(C)C(C)(C)C)C)\C)C)O[Si](C)(C)C(C)(C)C)C)[C@H](\C=C/C=C)C ((2Z,4S,5S,6S,7Z,10S,11R,12R,13S,14S,15Z)-13-[(aminocarbonyl)oxy]-5,11-bis[[(1,1-dimethylethyl)dimethylsilyl]oxy]-N,4,6,8,10,12,14-heptamethyl-N-phenyl-2,7,15,17-octadecatetraenamide), Cl (HCl), C(=O)(O)[O-].[Na+] (NaHCO3). Procedure details: To a solution of (2Z,4S,5S,6S,7Z,10S,11R,12R,13S,14S,15Z)-13-[(aminocarbonyl)oxy]-5,11-bis[[(1,1-dimethylethyl)dimethylsilyl]oxy]-N,4,6,8,10,12,14-heptamethyl-N-phenyl-2,7,15,17-octadecatetraenamide (70 mg, 0.091 mmol, 1 eq) in MeOH (10 mL) is added a MeOH solution of HCl (15.5 mL, 15 mL MeOH+0.5 mL 12N HCl). The resulting solution is stirred at 23° C. (36 hours). The pH is adjusted to 8 by the addition of solid NaHCO3 at 0° C. The solution was dried in vacuo, the residue was dissolved in CH2Cl2... The product is NC(=O)O[C@H]([C@H]([C@@H]([C@H](C\C(=C/C(C(C(\C=C/C(=O)N(C1=CC=CC=C1)C)C)O)C)\C)C)O)C)[C@H](\C=C/C=C)C ((2Z,7Z,10S,11R,12S,13S,14S,15Z)-13-[(aminocarbonyl)oxy]-5,11-dihydroxy-N,4,6,8,10,12,14-heptamethyl-N-phenyl 2,7,15,17-octadecatetraenamide). Yield: 31.5%. RXN SMILES: [NH2:1][C:2]([O:4][C@@H:5]([C@@H:48]([CH3:53])/[CH:49]=[CH:50]\[CH:51]=[CH2:52])[C@@H:6]([CH3:47])[C@H:7]([O:39][Si](C(C)(C)C)(C)C)[C@@H:8]([CH3:38])[CH2:9]/[C:10](/[CH3:37])=[CH:11]\[C@H:12]([CH3:36])[C@@H:13]([O:28][Si](C(C)(C)C)(C)C)[C@@H:14]([CH3:27])/[CH:15]=[CH:16]\[C:17]([N:19]([CH3:26])[C:20]1[CH:25]=[CH:24][CH:23]=[CH:22][CH:21]=1)=[O:18])=[O:3].Cl.C([O-])(O)=O.[Na+]>CO>[NH2:1][C:2]([O:4][C@@H:5]([C@@H:48]([CH3:53])/[CH:49]=[CH:50]\[CH:51]=[CH2:52])[C@@H:6]([CH3:47])[C@H:7]([OH:39])[C@@H:8]([CH3:38])[CH2:9]/[C:10](/[CH3:37])=[CH:11]\[CH:12]([CH3:36])[CH:13]([OH:28])[CH:14]([CH3:27])/[CH:15]=[CH:16]\[C:17]([N:19]([CH3:26])[C:20]1[CH:21]=[CH:22][CH:23]=[CH:24][CH:25]=1)=[O:18])=[O:3] |f:2.3|. Reaction conditions: temperature 23 celsius, time 36 hour.